Task: describe an organic reaction: reactants, conditions, products, and yield. Dataset: the Open Reaction Database (ORD), a public repository of structured organic reaction records Starting materials: O (Water), Cl (HCl), COC(=O)C1=CC=C(C=C1)C1=CC(=C(C=C1)O[C@H](CCCCCCCC)C)[N+](=O)[O-] ((S)-Methyl-4'-(1-methylnonyloxy)-3'-(nitro)-4-biphenylcarboxylate), O.[OH-].[Li+] (lithium hydroxide monohydrate). Solvent: C1CCOC1 (THF), CO (methanol). Yields the product C[C@@H](CCCCCCCC)OC1=C(C=C(C=C1)C1=CC=C(C=C1)C(=O)O)[N+](=O)[O-] ((S)-4'-(1-Methylnonyloxy)-3'-(nitro)-4-biphenylcarboxylic acid). Isolated yield 86.0%. Reaction SMILES: C[O:2][C:3]([C:5]1[CH:10]=[CH:9][C:8]([C:11]2[CH:16]=[CH:15][C:14]([O:17][C@@H:18]([CH3:27])[CH2:19][CH2:20][CH2:21][CH2:22][CH2:23][CH2:24][CH2:25][CH3:26])=[C:13]([N+:28]([O-:30])=[O:29])[CH:12]=2)=[CH:7][CH:6]=1)=[O:4].O.O.[OH-].[Li+].Cl>C1COCC1.CO>[CH3:27][C@H:18]([O:17][C:14]1[CH:15]=[CH:16][C:11]([C:8]2[CH:9]=[CH:10][C:5]([C:3]([OH:4])=[O:2])=[CH:6][CH:7]=2)=[CH:12][C:13]=1[N+:28]([O-:30])=[O:29])[CH2:19][CH2:20][CH2:21][CH2:22][CH2:23][CH2:24][CH2:25][CH3:26] |f:2.3.4|. Reported procedure: Ester 41b (390 mg, 0.94 mmol) was dissolved in 3 ml THF and 15 ml methanol. Water was added with vigorous stirring until the solution remained cloudy, followed by the addition of lithium hydroxide monohydrate (56 mg, 1.30 mmol). After refluxing overnight, the solution was acidified with concentrated HCl and extracted with ether. The organic layer was washed with brine and dried over MgSO4. Evaporation of the solvent yielded 323 mg (86%) of a yellow solid. Starting materials: C(CC(O)(C(=O)O)CC(=O)O)(=O)O (citric acid), [H-].[Na+] (Sodium hydride), ClC1=NC=C(C=N1)Br (2-chloro-5-bromo-pyrimidine), OCCOC1=C(C(=NC(=N1)C1=NC=CC=N1)NS(=O)(=O)CC)OC1=C(C=CC=C1)OC (Ethanesulfonic acid [6-(2-hydroxy-ethoxy)-5-(2-methoxy-phenoxy)-[2,2]bipyrimidinyl-4-yl]-amide). The solvent is C1CCOC1 (THF). Reaction conditions: temperature 75 celsius. The product is BrC=1C=NC(=NC1)OCCOC1=C(C(=NC(=N1)C1=NC=CC=N1)NS(=O)(=O)CC)OC1=C(C=CC=C1)OC (ethanesulfonic acid [6-[2-(5-bromo-pyrimidin-2-yloxy)-ethoxy]-5-(2-methoxy-phenoxy)-[2,2′]bipyrimidinyl-4-yl]-amide). Isolated yield 44.9%. Reaction SMILES: [OH:1][CH2:2][CH2:3][O:4][C:5]1[N:10]=[C:9]([C:11]2[N:16]=[CH:15][CH:14]=[CH:13][N:12]=2)[N:8]=[C:7]([NH:17][S:18]([CH2:21][CH3:22])(=[O:20])=[O:19])[C:6]=1[O:23][C:24]1[CH:29]=[CH:28][CH:27]=[CH:26][C:25]=1[O:30][CH3:31].[H-].[Na+].Cl[C:35]1[N:40]=[CH:39][C:38]([Br:41])=[CH:37][N:36]=1.C(O)(=O)CC(CC(O)=O)(C(O)=O)O>C1COCC1>[Br:41][C:38]1[CH:37]=[N:36][C:35]([O:1][CH2:2][CH2:3][O:4][C:5]2[N:10]=[C:9]([C:11]3[N:16]=[CH:15][CH:14]=[CH:13][N:12]=3)[N:8]=[C:7]([NH:17][S:18]([CH2:21][CH3:22])(=[O:20])=[O:19])[C:6]=2[O:23][C:24]2[CH:29]=[CH:28][CH:27]=[CH:26][C:25]=2[O:30][CH3:31])=[N:40][CH:39]=1 |f:1.2|. Reported procedure: Ethanesulfonic acid [6-(2-hydroxy-ethoxy)-5-(2-methoxy-phenoxy)-[2,2]bipyrimidinyl-4-yl]-amide (89 mg) was dissolved in THF (10 ml). Sodium hydride (60 mg) and 2-chloro-5-bromo-pyrimidine (100 mg) were added and the mixture was heated to 75° C. for 48 h, then poured onto water, acidified with solid citric acid and the precipitate was filtered off. The crude material was purified by crystallization from methanol to give ethanesulfonic acid [6-[2-(5-bromo-pyrimidin-2-yloxy)-ethoxy]-5-(2-methoxy-ph...